This data is from the Open Reaction Database (ORD), a public repository of structured organic reaction records. The task is: describe an organic reaction: reactants, conditions, products, and yield Starting materials: S(=O)(=O)(O)O.OC[C@H](N)[C@H](O)[C@H](O)CCCCCCCCCCCCCC (phytosphingosine sulphate). Reaction conditions: temperature 25 celsius, time 25 minute. The solvent is C(Cl)Cl (methylene chloride), C(C)N(CC)CC (triethyl amine). The product is C(CCCCCCCCCCCCCCC)(=O)N[C@@H](CO)[C@H](O)[C@H](O)CCCCCCCCCCCCCC (N-hexadecanoyl phytosphingosine). RXN SMILES: S(O)(O)(=O)=O.[OH:6][CH2:7][C@@H:8]([C@@H:10]([C@@H:12]([CH2:14][CH2:15][CH2:16][CH2:17][CH2:18][CH2:19][CH2:20][CH2:21][CH2:22][CH2:23][CH2:24][CH2:25][CH2:26][CH3:27])[OH:13])[OH:11])[NH2:9]>C(Cl)Cl.C(N(CC)CC)C>[C:7]([NH:9][C@H:8]([C@@H:10]([C@@H:12]([CH2:14][CH2:15][CH2:16][CH2:17][CH2:18][CH2:19][CH2:20][CH2:21][CH2:22][CH2:23][CH2:24][CH2:25][CH2:26][CH3:27])[OH:13])[OH:11])[CH2:7][OH:6])(=[O:6])[CH2:8][CH2:10][CH2:12][CH2:14][CH2:15][CH2:16][CH2:17][CH2:18][CH2:19][CH2:20][CH2:21][CH2:22][CH2:23][CH2:24][CH3:25] |f:0.1|. Reported procedure: After stirring for 25 minutes at 25° C., this above-described mixture is added to a pre-prepared stirred suspension containing 4.68 g (11.5 mmoles) of phytosphingosine sulphate (purity 82%) in 15 ml of methylene chloride and 2.1 ml of triethyl amine. The reactants are C(C)OC(=O)C1=C(C=2C(=CN=CC2)O1)O (3-hydroxyfuro[2,3-c]pyridine-2-carboxylic acid ethyl ester). Run in Cl (HCl), O (H2O). Product: O1CC(C=2C1=CN=CC2)=O (furo[2,3-c]pyridin-3(2H)-one). RXN SMILES: C(OC([C:6]1[O:14][C:9]2=[CH:10][N:11]=[CH:12][CH:13]=[C:8]2[C:7]=1[OH:15])=O)C>Cl.O>[O:14]1[C:9]2=[CH:10][N:11]=[CH:12][CH:13]=[C:8]2[C:7](=[O:15])[CH2:6]1. Procedure: A suspension of 3-hydroxyfuro[2,3-c]pyridine-2-carboxylic acid ethyl ester (10 mmol) in 10 mL 25% HCl solution and 5 mL H2O was heated to reflux overnight. After cooling to RT, the reaction mixture was quenched with sat. aq. NaHCO3 solution and extracted with EtOAc. The combined organic layers were dried over MgSO4 and concentrated in vacuo to give the desired product as brown solid; Reactants: ice, ClCC1=CC=C(C=C1)CS(=O)C1=CC=CC=C1 (α-Chloro-α'-phenylsulfinyl-p-xylene), ClCC1=CC=C(C=C1)CS(=O)C1=CC=CC=C1 (α-Chloro-α'-phenylsulfinyl-p-xylene), ClC1=CC(=CC=C1)C(=O)OO (3-chloroperbenzoic acid), C(=O)(O)[O-].[Na+] (NaHCO3), C(=O)([O-])[O-].[Na+].[Na+] (Na2CO3). Solvent: C(Cl)Cl (CH2Cl2), C(Cl)Cl (CH2Cl2), O (H2O). Run at time 2 hour. The product is ClCC1=CC=C(C=C1)CS(=O)(=O)C1=CC=CC=C1 (α-Chloro-α'-phenylsulfonyl-p-xylene). RXN SMILES: [Cl:1][CH2:2][C:3]1[CH:8]=[CH:7][C:6]([CH2:9][S:10]([C:12]2[CH:17]=[CH:16][CH:15]=[CH:14][CH:13]=2)=[O:11])=[CH:5][CH:4]=1.ClC1C=CC=C(C(OO)=[O:26])C=1.C([O-])(O)=O.[Na+].C([O-])([O-])=O.[Na+].[Na+]>C(Cl)Cl.O>[Cl:1][CH2:2][C:3]1[CH:4]=[CH:5][C:6]([CH2:9][S:10]([C:12]2[CH:17]=[CH:16][CH:15]=[CH:14][CH:13]=2)(=[O:26])=[O:11])=[CH:7][CH:8]=1 |f:2.3,4.5.6|. Reported procedure: 27.61 g (0.104 mol) (1a) was dissolved in 400 ml CH2Cl2. This solution was added dropwise to an ice-cooled solution of 36.03 g (0.208 mol) 3-chloroperbenzoic acid in 600 ml CH2Cl2 and 33.61 g (0.375 mol) NaHCO3 in 200 ml H2O. After the addition of (1a) the mixture was allowed to warm up to room temperature, and this was followed by another 2 hours' stirring. The reaction mixture was then poured into 500 ml 5% Na2CO3 solution. The organic layer was washed with 500 ml 5% Na2S2O3 solution. The CH2C...